This data is from the Open Reaction Database (ORD), a public repository of structured organic reaction records. The task is: describe an organic reaction: reactants, conditions, products, and yield The yield is 77.0%. Procedure: N-Propylphenylcarbazole was prepared from carbazole (82.18 g, 0.49 ml), 1-bromo-3-phenylpropane (100 g, 0.50 mol, commercially available from Aldrich, Milwaukee, Wis.), benzyltriethyl ammonium chloride (5.58 g, 0.025 mol), toluene (400 ml), and 50% aqueous NaOH (200 g) according to the procedure described for N-heptylcarbazole. 108 g of the product was obtained as a white solid (77% yield). Solvent: C1(=CC=CC=C1)C (toluene). Reactants: [OH-].[Na+] (NaOH), C1=CC=CC=2C3=CC=CC=C3NC12 (carbazole), BrCCCC1=CC=CC=C1 (1-bromo-3-phenylpropane), C(CCCCCC)N1C2=CC=CC=C2C=2C=CC=CC12 (N-heptylcarbazole). Reaction SMILES: [CH:1]1[C:13]2[NH:12][C:11]3[C:6](=[CH:7][CH:8]=[CH:9][CH:10]=3)[C:5]=2[CH:4]=[CH:3][CH:2]=1.BrCCC[C:18]1[CH:23]=[CH:22][CH:21]=[CH:20][CH:19]=1.[OH-].[Na+].[CH2:26](N1C2C=CC=CC=2C2C1=CC=CC=2)[CH2:27][CH2:28]CCCC>[Cl-].C([N+](CC)(CC)CC)C1C=CC=CC=1.C1(C)C=CC=CC=1>[CH2:26]([N:12]1[C:11]2[C:10]([C:18]3[CH:23]=[CH:22][CH:21]=[CH:20][CH:19]=3)=[CH:9][CH:8]=[CH:7][C:6]=2[C:5]2[C:13]1=[CH:1][CH:2]=[CH:3][CH:4]=2)[CH2:27][CH3:28] |f:2.3,5.6|. The product is C(CC)N1C2=CC=CC=C2C=2C=CC=C(C12)C1=CC=CC=C1 (N-Propylphenylcarbazole), solid. The reagents and catalysts are [Cl-].C(C1=CC=CC=C1)[N+](CC)(CC)CC (benzyltriethyl ammonium chloride). Starting materials: CC(CC(C)=O)=O (2,4-pentanedione), NC1=CC=CC=C1 (aniline), O.C1(=CC=C(C=C1)S(=O)(=O)O)C (para-toluenesulfonic acid monohydrate). The solvent is C1(=CC=CC=C1)C (toluene). The product is C1(=CC=CC=C1)N\C(=C/C(C)=O)\C ((Z)-4-phenylamino-pent-3-en-2-one). Reaction SMILES: [CH3:1][C:2](=O)[CH2:3][C:4](=[O:6])[CH3:5].[NH2:8][C:9]1[CH:14]=[CH:13][CH:12]=[CH:11][CH:10]=1.O.C1(C)C=CC(S(O)(=O)=O)=CC=1>C1(C)C=CC=CC=1>[C:9]1([NH:8]/[C:2](/[CH3:1])=[CH:3]\[C:4](=[O:6])[CH3:5])[CH:14]=[CH:13][CH:12]=[CH:11][CH:10]=1 |f:2.3|. Procedure details: A solution of 2,4-pentanedione (7.2 ml), aniline (7.65 ml) and a catalytic amount of para-toluenesulfonic acid monohydrate (665 mg) in toluene (70 ml) was refluxed for 8 h in a round bottom flask equipped with a Dean Stark apparatus and condenser. The solution was concentrated to dryness and the crude purified by CC (Hept/EA 8:2, then 7:3) to give 6.74 g of the desired compound. The reactants are [Al+3], CCOC(C)=O, Cc1ccccc1, [H-], [H-], [H-], [H-], COC(=O)c1cn(C)c(-c2ccc(I)cc2)n1, [Li+], [Na+], [OH-]. As a reaction SMILES: [Al+3:19].[CH3:24][CH2:25][O:26][C:27]([CH3:28])=[O:29].[CH3:32][c:33]1[cH:34][cH:35][cH:36][cH:37][cH:38]1.[H-:18].[H-:21].[H-:22].[H-:23].[I:1][c:2]1[cH:3][cH:4][c:5](-[c:8]2[n:9]([CH3:17])[cH:10][c:11]([C:13](=[O:14])[O:15][CH3:16])[n:12]2)[cH:6][cH:7]1.[Li+:20].[Na+:31].[OH-:30]>>[I:1][c:2]1[cH:3][cH:4][c:5](-[c:8]2[n:9]([CH3:17])[cH:10][c:11]([CH2:13][OH:14])[n:12]2)[cH:6][cH:7]1. Yields the product Cn1cc(CO)nc1-c1ccc(I)cc1. Reactants: CI, COC(=O)C(C)(C)c1ccc(-c2ccc(Cl)cc2)s1, COC(=O)Cc1ccc(-c2ccc(Cl)cc2)s1, [H-], [Na+], C1COCCO1. The product is CC(C)(C(=O)O)c1ccc(-c2ccc(Cl)cc2)s1. RXN SMILES: [CH3:20][I:21].[CH3:22][C:23]([C:24](=[O:25])[O:26][CH3:27])([c:28]1[s:29][c:30](-[c:33]2[cH:34][cH:35][c:36]([Cl:39])[cH:37][cH:38]2)[cH:31][cH:32]1)[CH3:40].[Cl:1][c:2]1[cH:3][cH:4][c:5](-[c:6]2[s:7][c:8]([CH2:9][C:10]([O:11][CH3:12])=[O:13])[cH:14][cH:15]2)[cH:16][cH:17]1.[H-:18].[Na+:19].[O:41]1[CH2:42][CH2:43][O:44][CH2:45][CH2:46]1>>[CH3:22][C:23]([C:24](=[O:25])[OH:26])([c:28]1[s:29][c:30](-[c:33]2[cH:34][cH:35][c:36]([Cl:39])[cH:37][cH:38]2)[cH:31][cH:32]1)[CH3:40].